This data is from the Open Reaction Database (ORD), a public repository of structured organic reaction records. The task is: describe an organic reaction: reactants, conditions, products, and yield Reaction SMILES: N[C:2]1[CH:3]=[C:4]([CH:8]=[CH:9][C:10]=1[C:11]([F:14])([F:13])[F:12])[C:5]([OH:7])=[O:6].N([O-])=O.[Na+].NC(N)=O.[OH-].[Na+].[BrH:25]>O>[Br:25][C:2]1[CH:3]=[C:4]([CH:8]=[CH:9][C:10]=1[C:11]([F:14])([F:13])[F:12])[C:5]([OH:7])=[O:6] |f:1.2,4.5|. Reactants: N(=O)[O-].[Na+] (NaNO2), Br (HBr), NC=1C=C(C(=O)O)C=CC1C(F)(F)F (3-Amino-4-trifluoromethylbenzoic acid), [OH-].[Na+] (NaOH), NC(=O)N (urea), CuBr, Br (HBr). The product is BrC=1C=C(C(=O)O)C=CC1C(F)(F)F (3-bromo-4-trifluoromethylbenzoic acid). Solvent: O (H2O), O (H2O). Conditions: temperature 75 celsius, time 30 minute. Procedure: 3-Amino-4-trifluoromethylbenzoic acid (8.20 g, 40.0 mmol), prepared according to Astrid Giencke and Helmut Lackner, Liebigs Ann. Chem., 569-579:6 (1990), in 48% HBr (20 mL) and H2O (67 mL) at 0° C. was treated with NaNO2 (2.99 g) in small portions over 15 minutes. After stirring for 30 minutes, the mixture was treated with urea (0.250 g) and then the mixture was added dropwise to a solution of CuBr (10.0 g) in 48% HBr (40 mL) and H2O (100 mL). The reaction mixture was heated at 75° C., stirred f... The reactants are C(C)(=O)OCC (ethyl acetate), CN1CCNCC1 (1-methylpiperazine), C(C)OCCOC1=C2C(C=C(OC2=CC=C1)C(=O)O)=O (5-(2-ethoxyethoxy)chromone-2-carboxylic acid), P(Br)(Br)Br (phosphorus tribromide), resultant mixture. Run in C(Cl)(Cl)Cl (chloroform), C(Cl)(Cl)Cl (chloroform). Reaction conditions: time 1 hour. The product is CN1CCN(CC1)C(=O)C=1OC2=CC=CC(=C2C(C1)=O)OCCOCC (2-(4-methyl-1-piperazinyl)carbonyl-5-(2-ethoxyethoxy) chromone). Yield: 7.7%. RXN SMILES: [CH3:1][N:2]1[CH2:7][CH2:6][NH:5][CH2:4][CH2:3]1.[CH2:8]([O:10][CH2:11][CH2:12][O:13][C:14]1[CH:23]=[CH:22][CH:21]=[C:20]2[C:15]=1[C:16](=[O:27])[CH:17]=[C:18]([C:24](O)=[O:25])[O:19]2)[CH3:9].P(Br)(Br)Br.C(OCC)(=O)C>C(Cl)(Cl)Cl>[CH3:1][N:2]1[CH2:7][CH2:6][N:5]([C:24]([C:18]2[O:19][C:20]3[C:15]([C:16](=[O:27])[CH:17]=2)=[C:14]([O:13][CH2:12][CH2:11][O:10][CH2:8][CH3:9])[CH:23]=[CH:22][CH:21]=3)=[O:25])[CH2:4][CH2:3]1. Procedure: 1-methylpiperazine (4.5g.) was added dropwise to a suspension of 5-(2-ethoxyethoxy)chromone-2-carboxylic acid (5.0g.) in chloroform (50ml.). A solution of phosphorus tribromide (2.0g.) in chloroform (10ml.) was added dropwise to the resultant mixture under ice cooling for 10 minutes. The mixture was stirred under ice cooling for 2 hours and at room temperature for additional 1 hour, and then ethyl acetate (250ml.) was added to the reaction mixture. The mixture was washed twice with 5% aqueous so...